Dataset: the Open Reaction Database (ORD), a public repository of structured organic reaction records. Task: describe an organic reaction: reactants, conditions, products, and yield The reactants are O=S(=O)(Cl)c1cc(Br)cc(Br)c1, CC(C)N, O. Product: CC(C)NS(=O)(=O)c1cc(Br)cc(Br)c1. RXN SMILES: [Br:1][c:2]1[cH:3][c:4]([S:9](=[O:10])(=[O:11])[Cl:12])[cH:5][c:6]([Br:8])[cH:7]1.[CH3:13][CH:14]([CH3:15])[NH2:16].[OH2:17]>>[Br:1][c:2]1[cH:3][c:4]([S:9](=[O:10])(=[O:11])[NH:16][CH:14]([CH3:13])[CH3:15])[cH:5][c:6]([Br:8])[cH:7]1. Reactants: C12(CC3CC(CC(C1)C3)C2)CC(=O)O (1-Adamantaneacetic acid), C(C)N(CC)C(C(C(F)(F)F)F)(F)F (N,N-diethyl-1,1,2,3,3,3-hexafluoropropylamine). The solvent is N (ammonia). The product is C12(CC3CC(CC(C1)C3)C2)CC(=O)N (1-adamantaneacetamide). As a reaction SMILES: [C:1]12([CH2:11][C:12]([OH:14])=O)[CH2:10][CH:5]3[CH2:6][CH:7]([CH2:9][CH:3]([CH2:4]3)[CH2:2]1)[CH2:8]2.C([N:17](C(F)(F)C(F)C(F)(F)F)CC)C>N>[C:1]12([CH2:11][C:12]([NH2:17])=[O:14])[CH2:10][CH:5]3[CH2:6][CH:7]([CH2:9][CH:3]([CH2:4]3)[CH2:2]1)[CH2:8]2. Reported procedure: 1-Adamantaneacetic acid (11.7 g, 0.06 mole) was dissolved in N,N-diethyl-1,1,2,3,3,3-hexafluoropropylamine (13.4 g, 0.06 mole) during which time a highly exothermic reaction occurred. The reaction mixture was allowed to cool to room temperature and cold aqueous ammonia (250 ml) was added slowly. The 1-adamantaneacetamide was isolated as described in example 1 to yield 10.5 g, 90.6 %; mp 173.6-174.0° C. The analytical sample was recrystallized from cyclohexane and sublimed. Anal. Calcd. for C12H1...